From a dataset of the Open Reaction Database (ORD), a public repository of structured organic reaction records. describe an organic reaction: reactants, conditions, products, and yield Starting materials: Compound II, C(C)NC(NOCC(=O)O)=O (2-(3-ethylureidooxy)acetic acid), N[C@@H](CCCCNC(OC(C)(C)C)=O)C(=O)N(CC1=CC=CC2=CC=CC=C12)[C@H](C(OCC)OCC)C (tert-butyl (S)-5-amino-6-(((S)-1,1-diethoxypropan-2-yl)(naphthalen-1-ylmethyl)amino)-6-oxohexylcarbamate). Yields the product C(C)OC([C@H](C)N(C(=O)[C@@H](NC(CONC(NCC)=O)=O)CCCCNC(OC(C)(C)C)=O)CC1=CC=CC2=CC=CC=C12)OCC (tert-butyl (S)-10-(((S)-1,1-diethoxypropan-2-yl)(naphthalen-1-ylmethyl)carbamoyl)-4,8-dioxo-6-oxa-3,5,9-triazatetradecan-14-ylcarbamate). RXN SMILES: [CH2:1]([NH:3][C:4](=[O:11])[NH:5][O:6][CH2:7][C:8]([OH:10])=O)[CH3:2].[NH2:12][C@H:13]([C:26]([N:28]([C@@H:40]([CH3:48])[CH:41]([O:45][CH2:46][CH3:47])[O:42][CH2:43][CH3:44])[CH2:29][C:30]1[C:39]2[C:34](=[CH:35][CH:36]=[CH:37][CH:38]=2)[CH:33]=[CH:32][CH:31]=1)=[O:27])[CH2:14][CH2:15][CH2:16][CH2:17][NH:18][C:19](=[O:25])[O:20][C:21]([CH3:24])([CH3:23])[CH3:22]>>[CH2:43]([O:42][CH:41]([O:45][CH2:46][CH3:47])[C@@H:40]([N:28]([CH2:29][C:30]1[C:39]2[C:34](=[CH:35][CH:36]=[CH:37][CH:38]=2)[CH:33]=[CH:32][CH:31]=1)[C:26]([C@H:13]([CH2:14][CH2:15][CH2:16][CH2:17][NH:18][C:19](=[O:25])[O:20][C:21]([CH3:23])([CH3:24])[CH3:22])[NH:12][C:8](=[O:10])[CH2:7][O:6][NH:5][C:4](=[O:11])[NH:3][CH2:1][CH3:2])=[O:27])[CH3:48])[CH3:44]. Procedure details: According to the procedure described in the synthesis method of Compound II-15, 2-(3-ethylureidooxy)acetic acid (Compound VI-13) 47 mg (0.29 mmol) was coupled with tert-butyl (S)-5-amino-6-(((S)-1,1-diethoxypropan-2-yl)(naphthalen-1-ylmethyl)amino)-6-oxohexylcarbamate (Compound IV-13) 100 mg (0.19 mmol) to obtain the title compound. Starting materials: COC1=CC=C2C(=C(NC2=C1)C1=CSC=C1)CC1=CC=CC(=N1)C(=O)OC (methyl 6-(6-methoxy-2-thiophen-3-yl-1H-indol-3-ylmethyl)pyridine-2-carboxylate), [OH-].[Na+] (sodium hydroxide). Run in O1CCCC1.CO (tetrahydrofuran methanol). Run at temperature 60 celsius, time 2 hour. Yields the product COC1=CC=C2C(=C(NC2=C1)C1=CSC=C1)CC1=CC=CC(=N1)C(=O)O (6-(6-Methoxy-2-thiophen-3-yl-1H-indol-3-ylmethyl)pyridine-2-carboxylic acid). The yield is 60.7%. RXN SMILES: [CH3:1][O:2][C:3]1[CH:11]=[C:10]2[C:6]([C:7]([CH2:17][C:18]3[N:23]=[C:22]([C:24]([O:26]C)=[O:25])[CH:21]=[CH:20][CH:19]=3)=[C:8]([C:12]3[CH:16]=[CH:15][S:14][CH:13]=3)[NH:9]2)=[CH:5][CH:4]=1.[OH-].[Na+]>O1CCCC1.CO>[CH3:1][O:2][C:3]1[CH:11]=[C:10]2[C:6]([C:7]([CH2:17][C:18]3[N:23]=[C:22]([C:24]([OH:26])=[O:25])[CH:21]=[CH:20][CH:19]=3)=[C:8]([C:12]3[CH:16]=[CH:15][S:14][CH:13]=3)[NH:9]2)=[CH:5][CH:4]=1 |f:1.2,3.4|. Procedure details: To a solution of methyl 6-(6-methoxy-2-thiophen-3-yl-1H-indol-3-ylmethyl)pyridine-2-carboxylate (936 mg) in tetrahydrofuran/methanol (14.7 mL/6.3 mL) was added 2 mol/L aqueous sodium hydroxide solution (3.71 mL) at room temperature, and this mixture was stirred at 60° C. for 2 hours. The reaction mixture was left to be cooled and concentrated under reduced pressure. The residue was suspended in water (30 mL) and the resulting mixture was acidified by the addition of 1 mol/L hydrochloric acid (7.... Starting materials: CCOC(=O)COc1ccccc1C#CCOC, CCOC(C)=O. Product: CCOC(=O)COc1ccccc1CCCOC. As a reaction SMILES: [CH2:1]([CH3:2])[O:3][C:4]([CH2:5][O:6][c:7]1[c:8]([C:13]#[C:14][CH2:15][O:16][CH3:17])[cH:9][cH:10][cH:11][cH:12]1)=[O:18].[CH3:19][CH2:20][O:21][C:22]([CH3:23])=[O:24]>>[CH2:1]([CH3:2])[O:3][C:4]([CH2:5][O:6][c:7]1[c:8]([CH2:13][CH2:14][CH2:15][O:16][CH3:17])[cH:9][cH:10][cH:11][cH:12]1)=[O:18].